Dataset: the Open Reaction Database (ORD), a public repository of structured organic reaction records. Task: describe an organic reaction: reactants, conditions, products, and yield The reactants are compound, ClC1=C(C=CC(=C1)Cl)C1=CC2=C(N(C3=CC=C(C=C23)C2=CC=NN2)C)N(C1=O)C (3-(2,4-dichlorophenyl)-1,9-dimethyl-6-(1H-pyrazol-5-yl)-1,9-dihydro-2H-pyrido[2,3-b]indol-2-one), COCCOCCl (methoxyethoxymethyl chloride). The product is ClC1=C(C=CC(=C1)Cl)C1=CC2=C(N(C3=CC=C(C=C23)C2=NN(C=C2)COCCOC)C)N(C1=O)C (3-(2,4-Dichlorophenyl)-6-[1-(2-methoxyethoxymethyl)-1H-pyrazol-3-yl]-1,9-dimethyl-1,9-dihydropyrido[2,3-b]indol-2-one). Reaction SMILES: [Cl:1][C:2]1[CH:7]=[C:6]([Cl:8])[CH:5]=[CH:4][C:3]=1[C:9]1[C:27](=[O:28])[N:26]([CH3:29])[C:12]2[N:13]([CH3:25])[C:14]3[C:19]([C:11]=2[CH:10]=1)=[CH:18][C:17]([C:20]1[NH:24][N:23]=[CH:22][CH:21]=1)=[CH:16][CH:15]=3.[CH3:30][O:31][CH2:32][CH2:33][O:34][CH2:35]Cl>>[Cl:1][C:2]1[CH:7]=[C:6]([Cl:8])[CH:5]=[CH:4][C:3]=1[C:9]1[C:27](=[O:28])[N:26]([CH3:29])[C:12]2[N:13]([CH3:25])[C:14]3[C:19]([C:11]=2[CH:10]=1)=[CH:18][C:17]([C:20]1[CH:21]=[CH:22][N:23]([CH2:30][O:31][CH2:32][CH2:33][O:34][CH3:35])[N:24]=1)=[CH:16][CH:15]=3. Procedure details: The process is carried out as in Example 10 above, with the compound from Example 39 3-(2,4-dichlorophenyl)-1,9-dimethyl-6-(1H-pyrazol-5-yl)-1,9-dihydro-2H-pyrido[2,3-b]indol-2-one and methoxyethoxymethyl chloride. The reactants are O1CCOC12CCC(CC2)N2N=C(C=1C(=NC=CC12)OC)C=1C=C(SC1)C(=O)N (4-(1-(1,4-dioxaspiro[4.5]dec-8-yl)-4-methoxy-1H-pyrazolo[4,3-c]pyridin-3-yl)thiophene-2-carboxamide), C1CCOC1 (THF), Cl (hydrochloric acid). Solvent: O (water). Conditions: temperature 60 celsius, time 8 hour. The product is O=C1NC=CC2=C1C(=NN2C2CCC(CC2)=O)C=2C=C(SC2)C(=O)N (4-(4-oxo-1-(4-oxocyclohexyl)-4,5-dihydro-1H-pyrazolo[4,3-c]pyridin-3-yl)thiophene-2-carboxamide). Yield: 93.6%. As a reaction SMILES: O1[C:5]2([CH2:10][CH2:9][CH:8]([N:11]3[C:19]4[CH:18]=[CH:17][N:16]=[C:15]([O:20]C)[C:14]=4[C:13]([C:22]4[CH:23]=[C:24]([C:27]([NH2:29])=[O:28])[S:25][CH:26]=4)=[N:12]3)[CH2:7][CH2:6]2)[O:4]CC1.C1COCC1.Cl>O>[O:20]=[C:15]1[C:14]2[C:13]([C:22]3[CH:23]=[C:24]([C:27]([NH2:29])=[O:28])[S:25][CH:26]=3)=[N:12][N:11]([CH:8]3[CH2:7][CH2:6][C:5](=[O:4])[CH2:10][CH2:9]3)[C:19]=2[CH:18]=[CH:17][NH:16]1. Procedure: To a solution of 4-(1-(1,4-dioxaspiro[4.5]dec-8-yl)-4-methoxy-1H-pyrazolo[4,3-c]pyridin-3-yl)thiophene-2-carboxamide (20.0 mg) obtained in Step B of Example 148 in a mixed solvent of THF (5 mL) and water (0.50 mL) was added 6N hydrochloric acid (0.032 mL), and the mixture was stirred at 60° C. overnight. The reaction mixture was extracted with ethyl acetate, and the organic layer was washed with saturated aqueous sodium hydrogencarbonate solution and saturated brine, dried over anhydrous magnesi... The reactants are NC1=C(C=C(C(=O)NC2=CC=C(C=C2)C=2SC3=C(N2)C=CC(=C3)OC)C=C1)C(F)(F)F (4-amino-3-trifluoromethyl-N-[4-(6-methoxybenzothiazol-2-yl)-phenyl]-benzamide), C(Cl)Cl.CCOC(=O)C (DCM EtOAc), B(Br)(Br)Br (BBr3). The solvent is C(Cl)Cl (DCM). Yields the product NC1=C(C=C(C(=O)NC2=CC=C(C=C2)C=2SC3=C(N2)C=CC(=C3)O)C=C1)C(F)(F)F (4-Amino-3-trifluoromethyl-N-[4-(6-hydroxybenzothiazol-2-yl)-phenyl]-benzamide). Isolated yield 21.9%. RXN SMILES: [NH2:1][C:2]1[CH:27]=[CH:26][C:5]([C:6]([NH:8][C:9]2[CH:14]=[CH:13][C:12]([C:15]3[S:16][C:17]4[CH:23]=[C:22]([O:24]C)[CH:21]=[CH:20][C:18]=4[N:19]=3)=[CH:11][CH:10]=2)=[O:7])=[CH:4][C:3]=1[C:28]([F:31])([F:30])[F:29].B(Br)(Br)Br.C(Cl)Cl.CCOC(C)=O>C(Cl)Cl>[NH2:1][C:2]1[CH:27]=[CH:26][C:5]([C:6]([NH:8][C:9]2[CH:10]=[CH:11][C:12]([C:15]3[S:16][C:17]4[CH:23]=[C:22]([OH:24])[CH:21]=[CH:20][C:18]=4[N:19]=3)=[CH:13][CH:14]=2)=[O:7])=[CH:4][C:3]=1[C:28]([F:31])([F:30])[F:29] |f:2.3|. Procedure details: Prepared as described in the Demethylation section using 4-amino-3-trifluoromethyl-N-[4-(6-methoxybenzothiazol-2-yl)-phenyl]-benzamide (0.30 g, 0.68 mmol) in dry DCM (10 ml) and BBr3 (1.0 M solution in DCM, 5.42 ml, 5.42 mmol) to give the title compound (0.064 g, 22%) as an orange solid after work-up and flash chromatography (3:1 DCM/EtOAc). Reactants: C(C)(=O)OCC (ethyl acetate), ice water, [H-].[Na+] (sodium hydride), N1C(C=CC2=CC=NC=C12)=O (1,7-naphthyridin-2(1H)-one), [H-].[Na+] (sodium hydride), BrCC1OCCO1 (2-bromomethyl-1,3-dioxolan), [H-].[Na+] (sodium hydride), BrCC1OCCO1 (2-bromomethyl-1,3-dioxolan), BrCC1OCCO1 (2-bromomethyl-1,3-dioxolan), [H-].[Na+] (sodium hydride), BrCC1OCCO1 (2-bromomethyl-1,3-dioxolan). Run in CN(C=O)C (N,N-dimethylformamide). Conditions: temperature 55 celsius, time 1 hour. Yields the product O1C(OCC1)CN1C(C=CC2=CC=NC=C12)=O (1-(1,3-dioxolan-2-ylmethyl)-1,7-naphthyridin-2(1H)-one). As a reaction SMILES: [NH:1]1[C:10]2[C:5](=[CH:6][CH:7]=[N:8][CH:9]=2)[CH:4]=[CH:3][C:2]1=[O:11].[H-].[Na+].Br[CH2:15][CH:16]1[O:20][CH2:19][CH2:18][O:17]1.C(OCC)(=O)C>CN(C)C=O>[O:17]1[CH2:18][CH2:19][O:20][CH:16]1[CH2:15][N:1]1[C:10]2[C:5](=[CH:6][CH:7]=[N:8][CH:9]=2)[CH:4]=[CH:3][C:2]1=[O:11] |f:1.2|. Procedure details: To a suspension of 6.0 g of 1,7-naphthyridin-2(1H)-one in 60 mL of N,N-dimethylformamide, 2.5 g of 60% sodium hydride was added at room temperature, and the mixture was stirred at 50 to 60° C. for 1 hour. Thereto was added 6.4 mL of 2-bromomethyl-1,3-dioxolan, the temperature was increased to 90 to 95° C., and the reaction mixture was stirred for 2 hours 30 minutes. The temperature was further increased to 95 to 100° C., and the mixture was stirred for 4 hours. Thereto were added 0.82 g of 60% s... Reactants: CC(C)(C)OC(=O)NC1CCCN(c2c(Br)cnc3[nH]cc(NC(=O)C4CCCO4)c23)C1, CO, ClCCl, Cl, O=C(O)C(F)(F)F. The product is NC1CCCN(c2c(Br)cnc3[nH]cc(NC(=O)C4CCCO4)c23)C1, Cl. As a reaction SMILES: [Br:1][c:2]1[c:3]([N:19]2[CH2:20][CH:21]([NH:25][C:26](=[O:27])[O:28][C:29]([CH3:30])([CH3:31])[CH3:32])[CH2:22][CH2:23][CH2:24]2)[c:4]2[c:5]([n:6][cH:7]1)[nH:8][cH:9][c:10]2[NH:11][C:12](=[O:13])[CH:14]1[O:15][CH2:16][CH2:17][CH2:18]1.[CH3:41][OH:42].[Cl:43][CH2:44][Cl:45].[ClH:33].[F:34][C:35]([F:36])([F:37])[C:38]([OH:39])=[O:40]>>[Br:1][c:2]1[c:3]([N:19]2[CH2:20][CH:21]([NH2:25])[CH2:22][CH2:23][CH2:24]2)[c:4]2[c:5]([n:6][cH:7]1)[nH:8][cH:9][c:10]2[NH:11][C:12](=[O:13])[CH:14]1[O:15][CH2:16][CH2:17][CH2:18]1.[ClH:33]. Starting materials: C1(=CC=CC=C1)COC(N(COCC[Si](C)(C)C)[C@H](C)C1=NC=2C(=NC=C(C2)Br)N1COCC[Si](C)(C)C)=O (phenylmethyl{(1R)-1-[6-bromo-3-({[2-(trimethylsilyl)ethyl]oxy}methyl)-3H-imidazo[4,5-b]pyridin-2-yl]ethyl}({[2-(trimethylsilyl)ethyl]oxy}methyl)carbamate), C(C)[C@H]1CCC=2C(=NC=NC2C1)N1CCOC2=C(C1)C=C(C=C2)B(O)O ({-4-[(7S)-7-ethyl-5,6,7,8-tetrahydroquinazolin-4-yl]-2,3,4,5-tetrahydro-1,4-benzoxazepin-7-yl}boronic acid). The product is C(C)[C@H]1CCC=2C(=NC=NC2C1)N1CCOC2=C(C1)C=C(C=C2)C=2C=C1C(=NC2)N=C(N1)[C@@H](C)N ((1R)-1-(6-{4-[(7S)-7-ethyl-5,6,7,8-tetrahydroquinazolin-4-yl]-2,3,4,5-tetrahydro-1,4-benzoxazepin-7-yl}-1H-imidazo[4,5-b]pyridin-2-yl)ethanamine). Reaction SMILES: C1(COC(=O)[N:10]([C@@H:19]([C:21]2[N:30](COCC[Si](C)(C)C)[C:24]3=[N:25][CH:26]=[C:27](Br)[CH:28]=[C:23]3[N:22]=2)[CH3:20])COCC[Si](C)(C)C)C=CC=CC=1.[CH2:40]([C@@H:42]1[CH2:51][C:50]2[N:49]=[CH:48][N:47]=[C:46]([N:52]3[CH2:58][C:57]4[CH:59]=[C:60](B(O)O)[CH:61]=[CH:62][C:56]=4[O:55][CH2:54][CH2:53]3)[C:45]=2[CH2:44][CH2:43]1)[CH3:41]>>[CH2:40]([C@@H:42]1[CH2:51][C:50]2[N:49]=[CH:48][N:47]=[C:46]([N:52]3[CH2:58][C:57]4[CH:59]=[C:60]([C:27]5[CH:28]=[C:23]6[NH:22][C:21]([C@H:19]([NH2:10])[CH3:20])=[N:30][C:24]6=[N:25][CH:26]=5)[CH:61]=[CH:62][C:56]=4[O:55][CH2:54][CH2:53]3)[C:45]=2[CH2:44][CH2:43]1)[CH3:41]. Reported procedure: Prepared according to the method of example 5 by using phenylmethyl{(1R)-1-[6-bromo-3-({[2-(trimethylsilyl)ethyl]oxy}methyl)-3H-imidazo[4,5-b]pyridin-2-yl]ethyl}({[2-(trimethylsilyl)ethyl]oxy}methyl)carbamate (reagent preparation 19) and {-4-[(7S)-7-ethyl-5,6,7,8-tetrahydroquinazolin-4-yl]-2,3,4,5-tetrahydro-1,4-benzoxazepin-7-yl}boronic acid (reagent preparation 23) in step 1. 1H NMR (400 MHz, Methanol-d4): 8.59 (s, 1H), 8.31 (s, 1H), 8.12 (s, 1H), 7.61 (s, 1H), 7.50 (d, 1H), 7.09 (d, 1H), 4.80...